From a dataset of the Open Reaction Database (ORD), a public repository of structured organic reaction records. describe an organic reaction: reactants, conditions, products, and yield Starting materials: Cc1ccccc1, Fc1cccc2c(Cl)ncnc12, Cl, OCCc1ccc(Oc2ccc(C(F)(F)F)cn2)cc1. Yields the product Fc1cccc2c(OCCc3ccc(Oc4ccc(C(F)(F)F)cn4)cc3)ncnc12. Reaction SMILES: [CH3:34][c:35]1[cH:36][cH:37][cH:38][cH:39][cH:40]1.[Cl:1][c:2]1[n:3][cH:4][n:5][c:6]2[c:7]([F:12])[cH:8][cH:9][cH:10][c:11]12.[ClH:33].[F:13][C:14]([c:15]1[cH:16][cH:17][c:18]([O:21][c:22]2[cH:23][cH:24][c:25]([CH2:28][CH2:29][OH:30])[cH:26][cH:27]2)[n:19][cH:20]1)([F:31])[F:32]>>[c:2]1([O:30][CH2:29][CH2:28][c:25]2[cH:24][cH:23][c:22]([O:21][c:18]3[cH:17][cH:16][c:15]([C:14]([F:13])([F:31])[F:32])[cH:20][n:19]3)[cH:27][cH:26]2)[n:3][cH:4][n:5][c:6]2[c:7]([F:12])[cH:8][cH:9][cH:10][c:11]12.